From a dataset of the Open Reaction Database (ORD), a public repository of structured organic reaction records. describe an organic reaction: reactants, conditions, products, and yield Yields the product C(C)(C)(C)OC(NCC1=CC(=C(C=C1)CO)Cl)=O ((3-Chloro-4-hydroxymethyl-benzyl)-carbamic acid tert-butyl ester). Isolated yield 72.0%. Reported procedure: Add 1M lithium aluminum hydride in tetrahydrofuran (32 mL, 32 mmol) to anhydrous tetrahydrofuran (240 mL) at room temperature under argon gas, cool to 0° C. and add slowly a solution of 4-(tert-butoxycarbonylamino-methyl)-2-chloro-benzoic acid methyl ester (3.2 g, 10.7 mmol) in tetrahydrofuran (120 mL). The reaction mixture is stirred at 0° C. for 45 min. Quench the reaction mixture with saturated aqueous ammonium chloride and extract with ethyl acetate (3×). Combine the organic layers, wash wit... Run in O1CCCC1 (tetrahydrofuran), O1CCCC1 (tetrahydrofuran), O1CCCC1 (tetrahydrofuran). Run at temperature 0 celsius, time 45 minute. Reactants: COC(C1=C(C=C(C=C1)CNC(=O)OC(C)(C)C)Cl)=O (4-(tert-butoxycarbonylamino-methyl)-2-chloro-benzoic acid methyl ester), [H-].[Al+3].[Li+].[H-].[H-].[H-] (lithium aluminum hydride). RXN SMILES: [H-].[Al+3].[Li+].[H-].[H-].[H-].C[O:8][C:9](=O)[C:10]1[CH:15]=[CH:14][C:13]([CH2:16][NH:17][C:18]([O:20][C:21]([CH3:24])([CH3:23])[CH3:22])=[O:19])=[CH:12][C:11]=1[Cl:25]>O1CCCC1>[C:21]([O:20][C:18](=[O:19])[NH:17][CH2:16][C:13]1[CH:14]=[CH:15][C:10]([CH2:9][OH:8])=[C:11]([Cl:25])[CH:12]=1)([CH3:24])([CH3:22])[CH3:23] |f:0.1.2.3.4.5|. Yields the product CCN(CC)CCN(CC)C(=O)c1ccccc1Nc1ccnc2c(C(F)(F)F)cccc12. The reactants are CCNCCN(CC)CC, ClC(Cl)Cl, Cl, O=C(O)c1ccccc1Nc1ccnc2c(C(F)(F)F)cccc12, [Na+], [Na+], O=C([O-])[O-], O, O, O, O=S(Cl)Cl. Reaction SMILES: [CH2:28]([CH3:29])[N:30]([CH2:31][CH2:32][NH:33][CH2:34][CH3:35])[CH2:36][CH3:37].[CH:48]([Cl:49])([Cl:50])[Cl:51].[ClH:3].[F:4][C:5]([c:6]1[cH:7][cH:8][cH:9][c:10]2[c:11]([NH:16][c:17]3[c:18]([C:19](=[O:20])[OH:21])[cH:22][cH:23][cH:24][cH:25]3)[cH:12][cH:13][n:14][c:15]12)([F:26])[F:27].[Na+:38].[Na+:39].[O-:40][C:41](=[O:42])[O-:43].[OH2:1].[OH2:2].[OH2:52].[S:44]([Cl:45])([Cl:46])=[O:47]>>[F:4][C:5]([c:6]1[cH:7][cH:8][cH:9][c:10]2[c:11]([NH:16][c:17]3[c:18]([C:19](=[O:21])[N:33]([CH2:32][CH2:31][N:30]([CH2:28][CH3:29])[CH2:36][CH3:37])[CH2:34][CH3:35])[cH:22][cH:23][cH:24][cH:25]3)[cH:12][cH:13][n:14][c:15]12)([F:26])[F:27]. The reactants are BrC=1C=C2N(N=CC(=C2N[C@H](C)C2=C(C=CC=C2)F)C(=O)N)C1 ((R)-6-bromo-4-(1-(2-fluorophenyl)ethylamino)pyrrolo[1,2-b]pyridazine-3-carboxamide), BrC=1C=C2N(N=CC(=C2N[C@H](C)C2=C(C=CC=C2)F)C(=O)N)C1 ((R)-6-bromo-4-(1-(2-fluorophenyl)ethylamino)pyrrolo[1,2-b]pyridazine-3-carboxamide), C1(=CC=CC=C1)B(O)O (phenylboronic acid), [O-]P(=O)([O-])[O-].[K+].[K+].[K+] (K3PO4), N#N (N2). Solvent: O1CCOCC1 (dioxane). Reaction conditions: time 0.5 hour. Product: FC1=C(C=CC=C1)[C@@H](C)NC=1C=2N(N=CC1C(=O)N)C=C(C2)C2=CC=CC=C2 (4-(((1R)-1-(2-fluorophenyl)ethyl)amino)-6-phenylpyrrolo[1,2-b]pyridazine-3-carboxamide). Reaction SMILES: Br[C:2]1[CH:3]=[C:4]2[C:9]([NH:10][C@@H:11]([C:13]3[CH:18]=[CH:17][CH:16]=[CH:15][C:14]=3[F:19])[CH3:12])=[C:8]([C:20]([NH2:22])=[O:21])[CH:7]=[N:6][N:5]2[CH:23]=1.[C:24]1(B(O)O)[CH:29]=[CH:28][CH:27]=[CH:26][CH:25]=1.[O-]P([O-])([O-])=O.[K+].[K+].[K+].N#N>O1CCOCC1>[F:19][C:14]1[CH:15]=[CH:16][CH:17]=[CH:18][C:13]=1[C@H:11]([NH:10][C:9]1[C:4]2[N:5]([CH:23]=[C:2]([C:24]3[CH:29]=[CH:28][CH:27]=[CH:26][CH:25]=3)[CH:3]=2)[N:6]=[CH:7][C:8]=1[C:20]([NH2:22])=[O:21])[CH3:12] |f:2.3.4.5|. Reported procedure: (R)-6-bromo-4-(1-(2-fluorophenyl)ethylamino)pyrrolo[1,2-b]pyridazine-3-carboxamide (Intermediate 7, 1 equiv), phenylboronic acid (1 equiv), PdCl2(dppf)-CH2Cl2 complex (0.05 equiv) and 2M K3PO4 (3.4 equiv) in dioxane (0.5 mL) was purged with N2 then at 140° C. for 0.5 h. Following cooling to rt, the product was isolated via reverse-phase preparative HPLC (condition F) of the crude reaction mixture to afford the title compound (3.8 mg) as a brown solid. HPLC (conditions B): retention time=4.28 min...